This data is from the Open Reaction Database (ORD), a public repository of structured organic reaction records. The task is: describe an organic reaction: reactants, conditions, products, and yield Reactants: Brc1cccnc1, Oc1ccccc1F, OC(c1cccnc1)C1CNCCO1. Yields the product Fc1ccccc1OC(c1cccnc1)C1CNCCO1. Reaction SMILES: [Br:15][c:16]1[cH:17][n:18][cH:19][cH:20][cH:21]1.[F:22][c:23]1[c:24]([OH:29])[cH:25][cH:26][cH:27][cH:28]1.[O:1]1[CH:2]([CH:7]([OH:8])[c:9]2[cH:10][n:11][cH:12][cH:13][cH:14]2)[CH2:3][NH:4][CH2:5][CH2:6]1>>[O:1]1[CH:2]([CH:7]([O:8][c:24]2[c:23]([F:22])[cH:28][cH:27][cH:26][cH:25]2)[c:9]2[cH:10][n:11][cH:12][cH:13][cH:14]2)[CH2:3][NH:4][CH2:5][CH2:6]1. Starting materials: ice water, CC(C)CCC[C@@H](C)[C@H]1CC[C@H]2[C@@H]3CC=C4C[C@@H](O)CC[C@]4(C)[C@H]3CC[C@]12C (cholesterol), S(=O)(=O)(C1=CC=C(C)C=C1)Cl (tosyl chloride), ice water. Solvent: N1=CC=CC=C1 (pyridine). Reaction conditions: time 15 minute. Yields the product CC1=CC=C(C=C1)S(=O)(=O)O[C@H]2CC[C@@]3([C@H]4CC[C@]5([C@H]([C@@H]4CC=C3C2)CC[C@@H]5[C@H](C)CCCC(C)C)C)C (cholesteryl tosylate). RXN SMILES: [CH3:1][CH:2]([CH2:4][CH2:5][CH2:6][C@H:7]([C@@H:9]1[C@:27]2([CH3:28])[C@H:12]([C@H:13]3[C@H:24]([CH2:25][CH2:26]2)[C@:22]2([CH3:23])[C:16]([CH2:17][C@H:18]([CH2:20][CH2:21]2)[OH:19])=[CH:15][CH2:14]3)[CH2:11][CH2:10]1)[CH3:8])[CH3:3].[S:29](Cl)([C:32]1[CH:38]=[CH:37][C:35]([CH3:36])=[CH:34][CH:33]=1)(=[O:31])=[O:30]>N1C=CC=CC=1>[CH3:36][C:35]1[CH:37]=[CH:38][C:32]([S:29]([O:19][C@@H:18]2[CH2:17][C:16]3[C@@:22]([CH3:23])([C@@H:24]4[C@@H:13]([CH2:14][CH:15]=3)[C@@H:12]3[CH2:11][CH2:10][C@H:9]([C@@H:7]([CH2:6][CH2:5][CH2:4][CH:2]([CH3:1])[CH3:3])[CH3:8])[C@@:27]3([CH3:28])[CH2:26][CH2:25]4)[CH2:21][CH2:20]2)(=[O:31])=[O:30])=[CH:33][CH:34]=1. Procedure: 50 g (0.129 mmol) of cholesterol are dissolved in 250 ml of pyridine and cooled to about 5° C. with ice/water. Under argon, 49 g (0.258 mol) of tosyl chloride are added in portions thereto. When the addition is complete, the mixture is stirred for a further 15 minutes with cooling. The ice-bath is then removed and the mixture is stirred for 2 days at room temperature to complete the reaction. The resulting fine suspension is poured onto 1.2 liters of ice-water and stirred for 30 minutes. The pre... Starting materials: C1OC=2C=C(C=CC2OC1)N=C=O (3,4-ethylenedioxyphenylisocyanate), ClC1=C(C=CC=C1)N1CCN(CC1)CCCO (3-[4-(2-chlorophenyl)-1piperazinyl]propanol). The solvent is C1(=CC=CC=C1)C (toluene). Product: Cl.ClC1=C(C=CC=C1)N1CCN(CC1)CCCOC(NC1=CC2=C(C=C1)OCCO2)=O (4-(2-Chlorophenyl)-1-[3-(3,4-ethylenedioxyphenylcarbamoyloxy)propyl]piperazine, hydrochloride). The yield is 70.5%. As a reaction SMILES: [CH2:1]1[CH2:10][O:9][C:8]2[CH:7]=[CH:6][C:5]([N:11]=[C:12]=[O:13])=[CH:4][C:3]=2[O:2]1.[Cl:14][C:15]1[CH:20]=[CH:19][CH:18]=[CH:17][C:16]=1[N:21]1[CH2:26][CH2:25][N:24]([CH2:27][CH2:28][CH2:29][OH:30])[CH2:23][CH2:22]1>C1(C)C=CC=CC=1>[ClH:14].[Cl:14][C:15]1[CH:20]=[CH:19][CH:18]=[CH:17][C:16]=1[N:21]1[CH2:22][CH2:23][N:24]([CH2:27][CH2:28][CH2:29][O:30][C:12](=[O:13])[NH:11][C:5]2[CH:6]=[CH:7][C:8]3[O:9][CH2:10][CH2:1][O:2][C:3]=3[CH:4]=2)[CH2:25][CH2:26]1 |f:3.4|. Procedure details: A mixture of 3,4-ethylenedioxyphenylisocyanate (2.0 mmol) (produced as in Example 16) and 3-[4-(2-chlorophenyl)-1piperazinyl]propanol (500 mg; 2.0 mmol) in toluene (10 ml) was refluxed for 16 h. The reaction mixture was then concentrated and submitted to flash chromatography on silica gel 60 eluting with toluene graduated to toluene/ethyl acetate (1:5). The product was taken up in ethyl acetate which was treated with hydrogen chloride in ether. Recrystallization from methanol/ether afforded 330 ... The reactants are NC1=CC(=C(CC2=CC=C(C(=O)C=3C=C(C(=NC3)Cl)Cl)C=C2)C(=C1)Cl)Cl (5-[4-(4-amino-2,6-dichlorobenzyl)benzoyl]-2,3-dichloropyridine), N(=O)[O-].[Na+] (NaNO2), Cl[Sn]Cl (SnCl2), C(C1=CC=CC=C1)=O (benzaldehyde). Product: C(C1=CC=CC=C1)=NNC1=CC(=C(C(=C1)Cl)CC1=CC=C(C=C1)C(C1=CN=C(C(=C1)Cl)Cl)=O)Cl (1-Benzylidene-2-{4-[4-(5,6-dichloronicotinoyl)benzyl]-3,5-dichlorophenyl}hydrazine). The yield is 98.2%. RXN SMILES: [NH2:1][C:2]1[CH:24]=[C:23]([Cl:25])[C:5]([CH2:6][C:7]2[CH:22]=[CH:21][C:10]([C:11]([C:13]3[CH:14]=[C:15]([Cl:20])[C:16]([Cl:19])=[N:17][CH:18]=3)=[O:12])=[CH:9][CH:8]=2)=[C:4]([Cl:26])[CH:3]=1.[N:27]([O-])=O.[Na+].Cl[Sn]Cl.[CH:34](=O)[C:35]1[CH:40]=[CH:39][CH:38]=[CH:37][CH:36]=1>>[CH:34](=[N:27][NH:1][C:2]1[CH:24]=[C:23]([Cl:25])[C:5]([CH2:6][C:7]2[CH:8]=[CH:9][C:10]([C:11](=[O:12])[C:13]3[CH:14]=[C:15]([Cl:20])[C:16]([Cl:19])=[N:17][CH:18]=3)=[CH:21][CH:22]=2)=[C:4]([Cl:26])[CH:3]=1)[C:35]1[CH:40]=[CH:39][CH:38]=[CH:37][CH:36]=1 |f:1.2|. Procedure: The title compound was prepared as yellow crystals at yield of 98.2%, in a similar manner as in Reference Example 13, by the reaction of 5-[4-(4-amino-2,6-dichlorobenzyl)benzoyl]-2,3-dichloropyridine, NaNO2, SnCl2 and benzaldehyde.